Dataset: the Open Reaction Database (ORD), a public repository of structured organic reaction records. Task: describe an organic reaction: reactants, conditions, products, and yield The reactants are O=C1CCC(=O)N1Br, CC#N, COc1cccc2oc(SC)nc12. The product is COc1ccc(Br)c2oc(SC)nc12. RXN SMILES: [Br:1][N:2]1[C:3](=[O:4])[CH2:5][CH2:6][C:7]1=[O:8].[CH3:22][C:23]#[N:24].[CH3:9][O:10][c:11]1[cH:12][cH:13][cH:14][c:15]2[c:16]1[n:17][c:18]([S:20][CH3:21])[o:19]2>>[Br:1][c:14]1[cH:13][cH:12][c:11]([O:10][CH3:9])[c:16]2[c:15]1[o:19][c:18]([S:20][CH3:21])[n:17]2. The reactants are C=CC#N, CC(C)O, FC(F)(F)c1ccc(OC2CNCCc3ccccc32)cc1. The product is N#CCCN1CCc2ccccc2C(Oc2ccc(C(F)(F)F)cc2)C1. As a reaction SMILES: [CH2:23]=[CH:24][C:25]#[N:26].[CH:27]([OH:28])([CH3:29])[CH3:30].[F:1][C:2]([c:3]1[cH:4][cH:5][c:6]([O:7][CH:8]2[CH2:9][NH:10][CH2:11][CH2:12][c:13]3[c:14]2[cH:15][cH:16][cH:17][cH:18]3)[cH:19][cH:20]1)([F:21])[F:22]>>[F:1][C:2]([c:3]1[cH:4][cH:5][c:6]([O:7][CH:8]2[CH2:9][N:10]([CH2:23][CH2:24][C:25]#[N:26])[CH2:11][CH2:12][c:13]3[c:14]2[cH:15][cH:16][cH:17][cH:18]3)[cH:19][cH:20]1)([F:21])[F:22]. Reactants: ClC(C1OCCN1)(Cl)Cl (2-trichloromethyloxazolidine), crude product, C(=S)=S (carbon disulfide), C(C)(=O)[O-].[Zn+2].C(C)(=O)[O-] (zinc acetate). Solvent: C(C)(C)O (isopropanol), O (water). Product: ClC(C1OCCN1C(=S)[S-])(Cl)Cl.ClC(C1OCCN1C(=S)[S-])(Cl)Cl.[Zn+2] (Zinc Bis(2-trichloromethyl-3-oxazolidinecarbodithioate)). RXN SMILES: [Cl:1][C:2]([Cl:9])([Cl:8])[CH:3]1[NH:7][CH2:6][CH2:5][O:4]1.[C:10](=[S:12])=[S:11].C([O-])(=O)C.[Zn+2:17].C([O-])(=O)C>C(O)(C)C.O>[Cl:1][C:2]([Cl:9])([Cl:8])[CH:3]1[N:7]([C:10]([S-:12])=[S:11])[CH2:6][CH2:5][O:4]1.[Cl:1][C:2]([Cl:9])([Cl:8])[CH:3]1[N:7]([C:10]([S-:12])=[S:11])[CH2:6][CH2:5][O:4]1.[Zn+2:17] |f:2.3.4,7.8.9|. Procedure details: Ninety-five and two-tenths g. of 2-trichloromethyloxazolidine (preparation described by W. Ruske and I. Hartmann J. Prakt, Chem. 18 146 (1962) was dissolved in a mixture of 300 ml isopropanol, and 50.5 g. (0.50 mole) of carbon disulfide was added dropwise followed by 43.9 g. (0.25 mole) of anhydrous zinc acetate. The reaction mixture was heated for two hours at 45°- 50°C, cooled to room temperature, and diluted with 1 liter water; the precipitated product was filtered, washed thoroughly with wat...